From a dataset of the Open Reaction Database (ORD), a public repository of structured organic reaction records. describe an organic reaction: reactants, conditions, products, and yield Starting materials: Cl (Hydrogen chloride), ClC1=C(C=CC(=C1)Cl)CCNC1=CC(=NC(=N1)OC)C=1C=C(C=CC1)C1(CCOCC1)C(=O)O (4-(3-{6-[2-(2,4-dichloro-phenyl)-ethylamino]-2-methoxy-pyrimidin-4-yl}-phenyl)-tetrahydro-pyran-4-carboxylic acid), C(C)O (ethyl alcohol). Run at temperature 75 celsius, time 8 hour. Product: C(C)OC(=O)C1(CCOCC1)C1=CC(=CC=C1)C1=NC(=NC(=C1)NCCC1=C(C=C(C=C1)Cl)Cl)OC (4-(3-{6-[2-(2,4-dichloro-phenyl)-ethylamino]-2-methoxy-pyrimidin-4-yl}-phenyl)-tetrahydro-pyran-4-carboxylic acid ethyl ester). As a reaction SMILES: Cl.[Cl:2][C:3]1[CH:8]=[C:7]([Cl:9])[CH:6]=[CH:5][C:4]=1[CH2:10][CH2:11][NH:12][C:13]1[N:18]=[C:17]([O:19][CH3:20])[N:16]=[C:15]([C:21]2[CH:22]=[C:23]([C:27]3([C:33]([OH:35])=[O:34])[CH2:32][CH2:31][O:30][CH2:29][CH2:28]3)[CH:24]=[CH:25][CH:26]=2)[CH:14]=1.[CH2:36](O)[CH3:37]>>[CH2:36]([O:34][C:33]([C:27]1([C:23]2[CH:24]=[CH:25][CH:26]=[C:21]([C:15]3[CH:14]=[C:13]([NH:12][CH2:11][CH2:10][C:4]4[CH:5]=[CH:6][C:7]([Cl:9])=[CH:8][C:3]=4[Cl:2])[N:18]=[C:17]([O:19][CH3:20])[N:16]=3)[CH:22]=2)[CH2:28][CH2:29][O:30][CH2:31][CH2:32]1)=[O:35])[CH3:37]. Reported procedure: Hydrogen chloride (4 M in 1,4-dioxane, 20 μL, 0.08 mmol) is added to a solution of 4-(3-{6-[2-(2,4-dichloro-phenyl)-ethylamino]-2-methoxy-pyrimidin-4-yl}-phenyl)-tetrahydro-pyran-4-carboxylic acid [20 mg, 0.04 mmol, Example 80(a)] in ethyl alcohol (4 mL) and the reaction mixture is stirred overnight at 75° C. The reaction is cooled to room temperature, quenched with water, extracted twice with ethyl acetate. The combined extracts are dried over sodium sulfate, filtered and concentrated in vacuo.... The reactants are resultant mixture, C([O-])([O-])=O.[Na+].[Na+] (sodium carbonate), P(=O)(Cl)(Cl)Cl (phosphorus oxychloride), C1(=CC=C(C=C1)N1C2=CC=CC=C2SC=2C=CC=CC12)C (10-p-Tolylphenothiazine), CN(C)C=O (DMF). Reagents/catalysts: [Cl-].[Zn+2].[Cl-] (zinc chloride). Solvent: O (water), C1(=CC=CC=C1)C (toluene). The product is C(=O)C=1C=CC=2N(C3=CC=C(C=C3SC2C1)C=O)C1=CC=C(C=C1)C (3,7-Diformyl-10-p-tolylphenothiazine). Reaction SMILES: [C:1]1([CH3:21])[CH:6]=[CH:5][C:4]([N:7]2[C:20]3[CH:19]=[CH:18][CH:17]=[CH:16][C:15]=3[S:14][C:13]3[C:8]2=[CH:9][CH:10]=[CH:11][CH:12]=3)=[CH:3][CH:2]=1.CN([CH:25]=[O:26])C.P(Cl)(Cl)(Cl)=O.[C:32](=O)([O-])[O-:33].[Na+].[Na+]>[Cl-].[Zn+2].[Cl-].O.C1(C)C=CC=CC=1>[CH:32]([C:17]1[CH:18]=[CH:19][C:20]2[N:7]([C:4]3[CH:3]=[CH:2][C:1]([CH3:21])=[CH:6][CH:5]=3)[C:8]3[C:13]([S:14][C:15]=2[CH:16]=1)=[CH:12][C:11]([CH:25]=[O:26])=[CH:10][CH:9]=3)=[O:33] |f:3.4.5,6.7.8|. Procedure details: To 200 ml of toluene were added 20.0 g (69.1 mmol) of 10-p-tolylphenothiazine (4b), 10.0 g (73.4 mmol) of zinc chloride, and 22 ml (284.1 mmol) of DMF. The mixture was stirred, and 27 ml (289.7 mmol) of phosphorus oxychloride was gradually added thereto dropwise. The resultant mixture was reacted at 80° C. for 3 days and then poured into 300 ml of water. This mixture was neutralized with sodium carbonate, stirred at 80° C. for 2 hours, and then subjected to liquid separation. The aqueous phase w...